Dataset: the Open Reaction Database (ORD), a public repository of structured organic reaction records. Task: describe an organic reaction: reactants, conditions, products, and yield The reactants are FC=1C(=NC=C(C1)O)C(=O)OCC (ethyl 3-fluoro-5-hydroxypyridine-2-carboxylate), BrCC1CC1 ((bromomethyl)cyclopropane). Product: C1(CC1)COC=1C=C(C(=NC1)C(=O)OCC)F (ethyl 5-(cyclopropylmethoxy)-3-fluoropyridine-2-carboxylate). As a reaction SMILES: [F:1][C:2]1[C:3]([C:9]([O:11][CH2:12][CH3:13])=[O:10])=[N:4][CH:5]=[C:6]([OH:8])[CH:7]=1.Br[CH2:15][CH:16]1[CH2:18][CH2:17]1>>[CH:16]1([CH2:15][O:8][C:6]2[CH:7]=[C:2]([F:1])[C:3]([C:9]([O:11][CH2:12][CH3:13])=[O:10])=[N:4][CH:5]=2)[CH2:18][CH2:17]1. Reported procedure: Using ethyl 3-fluoro-5-hydroxypyridine-2-carboxylate and (bromomethyl)cyclopropane, and in the same manner as in Example 5, the title compound was obtained.